From a dataset of the Open Reaction Database (ORD), a public repository of structured organic reaction records. describe an organic reaction: reactants, conditions, products, and yield Reactants: COC(=O)c1ccc2c(c1)CC(C)(C)C(c1ccc(NC(=O)c3ccccc3)cc1)N2, CO, [Na+], [OH-]. Product: CC1(C)Cc2cc(C(=O)O)ccc2NC1c1ccc(NC(=O)c2ccccc2)cc1. RXN SMILES: [C:1]([c:2]1[cH:3][cH:4][cH:5][cH:6][cH:7]1)(=[O:8])[NH:9][c:10]1[cH:11][cH:12][c:13]([CH:16]2[NH:17][c:18]3[cH:19][cH:20][c:21]([C:28](=[O:29])[O:30][CH3:31])[cH:22][c:23]3[CH2:24][C:25]2([CH3:26])[CH3:27])[cH:14][cH:15]1.[CH3:34][OH:35].[Na+:33].[OH-:32]>>[C:1]([c:2]1[cH:3][cH:4][cH:5][cH:6][cH:7]1)(=[O:8])[NH:9][c:10]1[cH:11][cH:12][c:13]([CH:16]2[NH:17][c:18]3[cH:19][cH:20][c:21]([C:28](=[O:29])[OH:30])[cH:22][c:23]3[CH2:24][C:25]2([CH3:26])[CH3:27])[cH:14][cH:15]1. RXN SMILES: [CH3:31][N:32]([CH3:33])[CH:34]=[O:35].[NH2:13][CH:14]1[CH2:15][N:16]([CH3:30])[CH2:17][CH2:18][N:19]([CH2:21][c:22]2[c:23]([CH3:29])[cH:24][cH:25][c:26]([CH3:28])[cH:27]2)[CH2:20]1.[nH:1]1[n:2][c:3]([C:10](=[O:11])[OH:12])[c:4]2[cH:5][cH:6][cH:7][cH:8][c:9]12>>[nH:1]1[n:2][c:3]([C:10](=[O:12])[NH:13][CH:14]2[CH2:15][N:16]([CH3:30])[CH2:17][CH2:18][N:19]([CH2:21][c:22]3[c:23]([CH3:29])[cH:24][cH:25][c:26]([CH3:28])[cH:27]3)[CH2:20]2)[c:4]2[cH:5][cH:6][cH:7][cH:8][c:9]12. Starting materials: CN(C)C=O, Cc1ccc(C)c(CN2CCN(C)CC(N)C2)c1, O=C(O)c1n[nH]c2ccccc12. Product: Cc1ccc(C)c(CN2CCN(C)CC(NC(=O)c3n[nH]c4ccccc34)C2)c1. Starting materials: ClC=1C=2N(C3=CC(=CC=C3N1)OC)C(=NN2)CC (4-Chloro-1-ethyl-8-methoxy-[1,2,4]triazolo[4,3-a]quinoxaline), C(C)NCC (diethylamine). Solvent: CN(C=O)C (N,N-dimethylformamide). The product is C(C)N(C=1C=2N(C3=CC(=CC=C3N1)OC)C(=NN2)CC)CC (4-diethylamino-1-ethyl-8-methoxy-[1,2,4]triazolo[4,3-a]quinoxaline). Isolated yield 23.0%. Reaction SMILES: Cl[C:2]1[C:3]2[N:4]([C:14]([CH2:17][CH3:18])=[N:15][N:16]=2)[C:5]2[C:10]([N:11]=1)=[CH:9][CH:8]=[C:7]([O:12][CH3:13])[CH:6]=2.[CH2:19]([NH:21][CH2:22][CH3:23])[CH3:20]>CN(C)C=O>[CH2:19]([N:21]([CH2:22][CH3:23])[C:2]1[C:3]2[N:4]([C:14]([CH2:17][CH3:18])=[N:15][N:16]=2)[C:5]2[C:10]([N:11]=1)=[CH:9][CH:8]=[C:7]([O:12][CH3:13])[CH:6]=2)[CH3:20]. Procedure: 4-Chloro-1-ethyl-8-methoxy-[1,2,4]triazolo[4,3-a]quinoxaline (520 mg., 0.002 mole) and 673 mg. (0.008 mole) of diethylamine in 10 ml. of N,N-dimethylformamide were stirred at room temperature overnight. The reaction mixture was poured over ice and the precipitate was separated by filtration, washed with water and air dried. Recrystallization from diethyl ether and petroleum ether then afforded 140 mg. (23% yield) of pure 4-diethylamino-1-ethyl-8-methoxy-[1,2,4]triazolo[4,3-a]quinoxaline, m.p. 13... Reactants: O=C(O)CCCBr, CC(C)(C)OC(=O)CCCCCBr, C=C(C)C. Product: CC(C)(C)OC(=O)CCCBr. RXN SMILES: [Br:1][CH2:2][CH2:3][CH2:4][C:5](=[O:6])[OH:7].[Br:8][CH2:9][CH2:10][CH2:11][CH2:12][CH2:13][C:14]([O:15][C:17]([CH3:18])([CH3:19])[CH3:20])=[O:16].[CH2:21]=[C:22]([CH3:23])[CH3:24]>>[Br:1][CH2:2][CH2:3][CH2:4][C:5](=[O:6])[O:7][C:17]([CH3:18])([CH3:19])[CH3:20]. Reactants: CCCCCCCCCCN(CCCN)CCCCCCCCCC, COC(=N)N, O=S(=O)(O)O. Yields the product NC(N)=[NH2+], O=S(=O)([O-])[O-]. As a reaction SMILES: [CH2:1]([N:11]([CH2:2][CH2:3][CH2:4][CH2:5][CH2:6][CH2:7][CH2:8][CH2:9][CH2:10][CH3:12])[CH2:13][CH2:14][CH2:15][NH2:16])[CH2:17][CH2:18][CH2:19][CH2:20][CH2:21][CH2:22][CH2:23][CH2:24][CH3:25].[CH3:31][O:32][C:33]([NH2:34])=[NH:35].[S:26](=[O:27])(=[O:28])([OH:29])[OH:30]>>[NH2:11][C:33]([NH2:34])=[NH2+:35].[S:26](=[O:27])(=[O:28])([O-:29])[O-:30].